Dataset: the Open Reaction Database (ORD), a public repository of structured organic reaction records. Task: describe an organic reaction: reactants, conditions, products, and yield Starting materials: [N+](=O)([O-])C=1C=C(C2=CC=CC=C2C1)C(=O)Cl (3-nitro-napthalene-1-carbonyl chloride), [N+](=[N-])=C (diazomethane), [N+](=[N-])=C (diazomethane), CC(=O)O (AcOH). Solvent: C1CCOC1 (THF). Run at time 5 hour. Product: [N+](=[N-])=CC(=O)C1=CC(=CC2=CC=CC=C12)[N+](=O)[O-] (2-diazo-1-(3-nitronaphthalen-1-yl)ethanone). Yield: 81.0%. As a reaction SMILES: [N+:1]([C:4]1[CH:5]=[C:6]([C:14](Cl)=[O:15])[C:7]2[C:12]([CH:13]=1)=[CH:11][CH:10]=[CH:9][CH:8]=2)([O-:3])=[O:2].[N+:17](=[CH2:19])=[N-:18].CC(O)=O>C1COCC1>[N+:17](=[CH:19][C:14]([C:6]1[C:7]2[C:12](=[CH:11][CH:10]=[CH:9][CH:8]=2)[CH:13]=[C:4]([N+:1]([O-:3])=[O:2])[CH:5]=1)=[O:15])=[N-:18]. Reported procedure: To a solution of 3-nitro-napthalene-1-carbonyl chloride (8.4 g, 35.7 mmol) in anhydrous THF (70 mL) was added an ethereal solution of diazomethane (250 mL) dropwise at 0° C. The reaction mixture was stirred for 5 h, and then warmed to RT overnight. Excess diazomethane was decomposed by the dropwise addition of AcOH (50 mL). The mixture was extracted with Et2O (3×150 ml), washed with brine and saturated NaHCO3 aqueous solution, dried and filtered. The filtrate was concentrated to give the crude p...